From a dataset of the Open Reaction Database (ORD), a public repository of structured organic reaction records. describe an organic reaction: reactants, conditions, products, and yield Yields the product CS(=O)(=O)c1ccc(OC(F)F)c(CBr)c1. RXN SMILES: [C:24]([O:25][O:26][C:27](=[O:28])[c:29]1[cH:30][cH:31][cH:32][cH:33][cH:34]1)(=[O:35])[c:36]1[cH:37][cH:38][cH:39][cH:40][cH:41]1.[Cl:42][C:43]([Cl:44])([Cl:45])[Cl:46].[F:1][CH:2]([O:3][c:4]1[c:5]([CH3:14])[cH:6][c:7]([S:10](=[O:11])(=[O:12])[CH3:13])[cH:8][cH:9]1)[F:15].[O:16]=[C:17]1[N:18]([Br:23])[C:19](=[O:20])[CH2:21][CH2:22]1>>[F:1][CH:2]([O:3][c:4]1[c:5]([CH2:14][Br:23])[cH:6][c:7]([S:10](=[O:11])(=[O:12])[CH3:13])[cH:8][cH:9]1)[F:15]. Reactants: O=C(OOC(=O)c1ccccc1)c1ccccc1, ClC(Cl)(Cl)Cl, Cc1cc(S(C)(=O)=O)ccc1OC(F)F, O=C1CCC(=O)N1Br. Reactants: O=C([O-])O, CC(C)(C)OC(=O)N1CCC(C(=O)Nc2cc(Oc3ccc(NC(=O)Nc4ccccc4)c(Cl)c3)ccn2)CC1, [Na+], [Na+], [OH-], O, O=C(O)C(F)(F)F. The product is CN1CCC(C(=O)Nc2cc(Oc3ccc(NC(=O)Nc4ccccc4)c(Cl)c3)ccn2)CC1. Reaction SMILES: [C:42](=[O:43])([OH:44])[O-:45].[NH:1]([c:2]1[cH:3][cH:4][cH:5][cH:6][cH:7]1)[C:8](=[O:9])[NH:10][c:11]1[c:12]([Cl:40])[cH:13][c:14]([O:15][c:16]2[cH:17][c:18]([NH:22][C:23](=[O:24])[CH:25]3[CH2:26][CH2:27][N:28]([C:31]([O:32][C:33]([CH3:34])([CH3:35])[CH3:36])=[O:37])[CH2:29][CH2:30]3)[n:19][cH:20][cH:21]2)[cH:38][cH:39]1.[Na+:46].[Na+:48].[OH-:47].[OH2:41].[OH:49][C:50]([C:51]([F:52])([F:53])[F:54])=[O:55]>>[NH:1]([c:2]1[cH:3][cH:4][cH:5][cH:6][cH:7]1)[C:8](=[O:9])[NH:10][c:11]1[c:12]([Cl:40])[cH:13][c:14]([O:15][c:16]2[cH:17][c:18]([NH:22][C:23](=[O:24])[CH:25]3[CH2:26][CH2:27][N:28]([CH3:31])[CH2:29][CH2:30]3)[n:19][cH:20][cH:21]2)[cH:38][cH:39]1. Starting materials: NCCC(=O)O (β-alanine), P(O)(O)O (phosphorous acid), P(Cl)(Cl)Cl (phosphorus trichloride), C (charcoal). Run in ClC1=CC=CC=C1 (chlorobenzene), O (water), O (water). Reaction conditions: time 3 hour. The product is NCCC(P(O)(=O)O)(P(O)(=O)O)O (3-amino-1-hydroxypropane-1,1-diphosphonic acid). As a reaction SMILES: P(Cl)(Cl)Cl.[NH2:5][CH2:6][CH2:7][C:8]([OH:10])=O.[P:11]([OH:14])([OH:13])[OH:12].C>O.ClC1C=CC=CC=1>[NH2:5][CH2:6][CH2:7][C:8]([OH:10])([P:11]([OH:14])(=[O:12])[OH:13])[P:11]([OH:14])(=[O:13])[OH:12]. Procedure: 206 gm (1.5 mols) of phosphorus trichloride are slowly dropped while stirring into a mixture heated in a boiling water bath of 89.1 gm (1 mol) of β-alanine, 123 gm (1.5 mols) of phosphorous acid, and 500 ml of chlorobenzene, and heating on the boiling water bath is continued for a further 3 hours. During this time the contents of the flask become solid. After the reaction is finished, 600 ml of water are added and the product is heated for a short time, treated with animal charcoal and filtered ... Reactants: BrC=1C(=NNC1C1CC1)NC1=NC(=NC=C1Cl)C1=C(C=CC=C1)C(C=C)O (1-(2-(4-(4-bromo-5-cyclopropyl-1H-pyrazol-3-ylamino)-5-chloropyrimidin-2-yl)phenyl)prop-2-en-1-ol), C(C)(=O)Cl (acetyl chloride). Solvent: C1CCOC1 (THF), C1CCOC1 (THF). Reaction conditions: temperature 0 celsius, time 4 hour. The product is BrC=1C(=NN(C1C1CC1)C(C)=O)NC1=NC(=NC=C1Cl)C1=C(C=CC=C1)C(C=C)O (1-(4-bromo-3-(5-chloro-2-(2-(1-hydroxyallyl)phenyl)pyrimidin-4-ylamino)-5-cyclopropyl-1H-pyrazol-1-yl)ethanone). Isolated yield 52.9%. As a reaction SMILES: [Br:1][C:2]1[C:3]([NH:10][C:11]2[C:16]([Cl:17])=[CH:15][N:14]=[C:13]([C:18]3[CH:23]=[CH:22][CH:21]=[CH:20][C:19]=3[CH:24]([OH:27])[CH:25]=[CH2:26])[N:12]=2)=[N:4][NH:5][C:6]=1[CH:7]1[CH2:9][CH2:8]1.[C:28](Cl)(=[O:30])[CH3:29]>C1COCC1>[Br:1][C:2]1[C:3]([NH:10][C:11]2[C:16]([Cl:17])=[CH:15][N:14]=[C:13]([C:18]3[CH:23]=[CH:22][CH:21]=[CH:20][C:19]=3[CH:24]([OH:27])[CH:25]=[CH2:26])[N:12]=2)=[N:4][N:5]([C:28](=[O:30])[CH3:29])[C:6]=1[CH:7]1[CH2:9][CH2:8]1. Procedure: To a mixture of 1-(2-(4-(4-bromo-5-cyclopropyl-1H-pyrazol-3-ylamino)-5-chloropyrimidin-2-yl)phenyl)prop-2-en-1-ol (550 mg, 1.2 mmol, 1.0 eq) in THF (20 mL), a solution of acetyl chloride (966 mg, 12 mmol, 10 eq) in THF (2 mL) was added. The mixture was stirred at 0° C. for 4 h, then, partitioned between EtOAc and water. The organic layer was washed with brine, dried over Na2SO4, filtered and concentrated. The residue was purified by column chromatography to provide 1-(4-bromo-3-(5-chloro-2-(2-(1...